describe an organic reaction: reactants, conditions, products, and yield From a dataset of the Open Reaction Database (ORD), a public repository of structured organic reaction records. Reactants: COc1ccccc1C1(N2CCCCC2C(=O)N(C)C)C(=O)Nc2ccc(Cl)cc21, FC(F)(F)COc1ccc(OCC(F)(F)F)cc1, O=S(=O)(Cl)Cl. Yields the product COc1ccccc1C1(N2CCCCC2C(=O)N(C)C)C(=O)N(S(=O)(=O)c2cc(OCC(F)(F)F)ccc2OCC(F)(F)F)c2ccc(Cl)cc21. As a reaction SMILES: [Cl:1][c:2]1[cH:3][c:4]2[c:8]([cH:9][cH:10]1)[NH:7][C:6](=[O:11])[C:5]2([c:12]1[c:13]([O:18][CH3:19])[cH:14][cH:15][cH:16][cH:17]1)[N:20]1[CH:21]([C:26](=[O:27])[N:28]([CH3:29])[CH3:30])[CH2:22][CH2:23][CH2:24][CH2:25]1.[F:36][C:37]([CH2:38][O:39][c:40]1[cH:41][cH:42][c:43]([O:46][CH2:47][C:48]([F:49])([F:50])[F:51])[cH:44][cH:45]1)([F:52])[F:53].[S:31](=[O:32])(=[O:33])([Cl:34])[Cl:35]>>[Cl:1][c:2]1[cH:3][c:4]2[c:8]([cH:9][cH:10]1)[N:7]([S:31](=[O:32])(=[O:33])[c:45]1[c:40]([O:39][CH2:38][C:37]([F:36])([F:52])[F:53])[cH:41][cH:42][c:43]([O:46][CH2:47][C:48]([F:49])([F:50])[F:51])[cH:44]1)[C:6](=[O:11])[C:5]2([c:12]1[c:13]([O:18][CH3:19])[cH:14][cH:15][cH:16][cH:17]1)[N:20]1[CH:21]([C:26](=[O:27])[N:28]([CH3:29])[CH3:30])[CH2:22][CH2:23][CH2:24][CH2:25]1. Reactants: ClC=1C=C(OC2=CC(=C(C=O)C=C2)C(F)(F)F)C=CC1C(C(C(F)(F)F)(O)C1=CN(C(C(=C1)C)=O)C)C (4-{3-chloro-4-[2-(1,5-dimethyl-6-oxo-1,6-dihydro-pyridin-3-yl)-3,3,3-trifluoro-2-hydroxy-1-methyl-propyl]-phenoxy}-2-trifluoromethyl-benzaldehyde), Cl(=O)[O-].[Na+] (sodium chlorite), sodiumdihydrogenphosphate-dihydrate, Cl (HCl). The solvent is C(C)(C)(C)O (tert.-butanol), CC(C)=CC (2-methyl-2-butene), O (water). Run at temperature 0 celsius, time 4.5 hour. Yields the product ClC=1C=C(OC2=CC(=C(C(=O)O)C=C2)C(F)(F)F)C=CC1C(C(C(F)(F)F)(O)C1=CN(C(C(=C1)C)=O)C)C (4-{3-Chloro-4-[2-(1,5-dimethyl-6-oxo-1,6-dihydro-pyridin-3-yl)-3,3,3-trifluoro-2-hydroxy-1-methyl-propyl]-phenoxy}-2-trifluoromethyl-benzoic acid). Yield: 96.2%. RXN SMILES: [Cl:1][C:2]1[CH:3]=[C:4]([CH:18]=[CH:19][C:20]=1[CH:21]([CH3:37])[C:22]([C:28]1[CH:33]=[C:32]([CH3:34])[C:31](=[O:35])[N:30]([CH3:36])[CH:29]=1)([OH:27])[C:23]([F:26])([F:25])[F:24])[O:5][C:6]1[CH:13]=[CH:12][C:9]([CH:10]=[O:11])=[C:8]([C:14]([F:17])([F:16])[F:15])[CH:7]=1.Cl([O-])=[O:39].[Na+].Cl>C(O)(C)(C)C.CC(=CC)C.O>[Cl:1][C:2]1[CH:3]=[C:4]([CH:18]=[CH:19][C:20]=1[CH:21]([CH3:37])[C:22]([C:28]1[CH:33]=[C:32]([CH3:34])[C:31](=[O:35])[N:30]([CH3:36])[CH:29]=1)([OH:27])[C:23]([F:25])([F:26])[F:24])[O:5][C:6]1[CH:13]=[CH:12][C:9]([C:10]([OH:39])=[O:11])=[C:8]([C:14]([F:17])([F:15])[F:16])[CH:7]=1 |f:1.2|. Procedure: To a solution of 4-{3-chloro-4-[2-(1,5-dimethyl-6-oxo-1,6-dihydro-pyridin-3-yl)-3,3,3-trifluoro-2-hydroxy-1-methyl-propyl]-phenoxy}-2-trifluoromethyl-benzaldehyde (105 mg) in tert.-butanol (1 ml) and 2-methyl-2-butene (0.12 ml) was added a solution of sodium chlorite (28 mg) and sodiumdihydrogenphosphate-dihydrate (34 mg) in water (0.8 ml) at 0° C. The mixture was stirred for 10 minutes at 0° C. and for 4.5 h at room temperature. The mixture was acidified with 1 M aqueous HCl and extracted with ... The reactants are NC(CO)(C)C (2-amino-2-methylpropan-1-ol), [Si](C)(C)(C(C)(C)C)Cl (tert-butyldimethylsilyl chloride), N1C=NC=C1 (imidazole). The solvent is ClCCl (dichloromethane). Conditions: time 16 hour. Product: [Si](C)(C)(C(C)(C)C)OCC(C)(N)C (1-(tert-butyldimethylsilyloxy)-2-methylpropan-2-amine). Isolated yield 76.2%. RXN SMILES: [NH2:1][C:2]([CH3:6])([CH3:5])[CH2:3][OH:4].[Si:7](Cl)([C:10]([CH3:13])([CH3:12])[CH3:11])([CH3:9])[CH3:8].N1C=CN=C1>ClCCl>[Si:7]([O:4][CH2:3][C:2]([CH3:6])([NH2:1])[CH3:5])([C:10]([CH3:13])([CH3:12])[CH3:11])([CH3:9])[CH3:8]. Reported procedure: To a stirred solution of 2-amino-2-methylpropan-1-ol (1.78 g, 0.02 mol) in dichloromethane (25 mL) was added tert-butyldimethylsilyl chloride (5.4 g, 0.036 mol) followed by imidazole (3.4 g, 0.05 mol). The mixture was stirred at room temperature for 16 hours. The solvent was removed under reduced pressure. The residue was diluted with water and extracted with EtOAc (3×30 mL). The combined organic layers were washed with NaHCO3 aqueous, brine and dried over Na2SO4. After filtration and concentrat...